Task: describe an organic reaction: reactants, conditions, products, and yield. Dataset: the Open Reaction Database (ORD), a public repository of structured organic reaction records Reactants: COC=1C=C(C=O)C=C(C1OC)OC (3,4,5-Trimethoxybenzaldehyde), [Br-].BrCCCC[P+](C1=CC=CC=C1)(C1=CC=CC=C1)C1=CC=CC=C1 (4-bromobutyltriphenylphosphonium bromide). Product: BrCCC/C=C/C1=CC(=C(C(=C1)OC)OC)OC ((E)-5-bromo-1-(3,4,5-trimethoxyphenyl)-1-pentene). RXN SMILES: [CH3:1][O:2][C:3]1[CH:4]=[C:5]([CH:8]=[C:9]([O:13][CH3:14])[C:10]=1[O:11][CH3:12])[CH:6]=O.[Br-].[Br:16][CH2:17][CH2:18][CH2:19][CH2:20][P+](C1C=CC=CC=1)(C1C=CC=CC=1)C1C=CC=CC=1>>[Br:16][CH2:17][CH2:18][CH2:19]/[CH:20]=[CH:6]/[C:5]1[CH:4]=[C:3]([O:2][CH3:1])[C:10]([O:11][CH3:12])=[C:9]([O:13][CH3:14])[CH:8]=1 |f:1.2|. Procedure: 3,4,5-Trimethoxybenzaldehyde (9.81 g) and 4-bromobutyltriphenylphosphonium bromide (23.93 g) were treated in the same manner as in Preparation Example 83 to obtain the title compound. Reactants: C29H31N5O3, C1(=CC=CC=C1)N(C(=O)C1=CC2=C(N(C(=N2)CCC2=CC=C(C=C2)C#N)C)C=C1)CCCC(=O)OC(C)(C)C (1-methyl-2-[2-(4-cyanophenyl)ethyl]-benzimidazol-5-yl-carboxylic acid-N-phenyl-N-(3-tert.butyloxycarbonylpropyl)-amide), Cl (hydrochloric acid), C([O-])([O-])=O.[NH4+].[NH4+] (ammonium carbonate). The solvent is CO (methanol). Product: Cl.Cl.C1(=CC=CC=C1)N(C(=O)C1=CC2=C(N(C(=N2)CCC2=CC=C(C=C2)C(N)=N)C)C=C1)CCCC(=O)OC (1-Methyl-2-[2-(4-amidinophenyl)ethyl]-benzimidazol-5-yl-carboxylic acid-N-phenyl-N-(3-methoxycarbonylpropyl)-amide-dihydrochloride). Isolated yield 83.5%. As a reaction SMILES: [C:1]1([N:7]([CH2:30][CH2:31][CH2:32][C:33]([O:35][C:36](C)(C)C)=[O:34])[C:8]([C:10]2[CH:29]=[CH:28][C:13]3[N:14]([CH3:27])[C:15]([CH2:17][CH2:18][C:19]4[CH:24]=[CH:23][C:22]([C:25]#[N:26])=[CH:21][CH:20]=4)=[N:16][C:12]=3[CH:11]=2)=[O:9])[CH:6]=[CH:5][CH:4]=[CH:3][CH:2]=1.[ClH:40].C(=O)([O-])[O-].[NH4+:45].[NH4+]>CO>[ClH:40].[ClH:40].[C:1]1([N:7]([CH2:30][CH2:31][CH2:32][C:33]([O:35][CH3:36])=[O:34])[C:8]([C:10]2[CH:29]=[CH:28][C:13]3[N:14]([CH3:27])[C:15]([CH2:17][CH2:18][C:19]4[CH:20]=[CH:21][C:22]([C:25](=[NH:26])[NH2:45])=[CH:23][CH:24]=4)=[N:16][C:12]=3[CH:11]=2)=[O:9])[CH:6]=[CH:5][CH:4]=[CH:3][CH:2]=1 |f:2.3.4,6.7.8|. Reported procedure: Prepared analogously to Example 25d from 1-methyl-2-[2-(4-cyanophenyl)ethyl]-benzimidazol-5-yl-carboxylic acid-N-phenyl-N-(3-tert.butyloxycarbonylpropyl)-amide and methanolic hydrochloric acid, methanol and ammonium carbonate. Yield: 83.5% of theory, Rf value: 0.17 (silica gel; dichloromethane/ethanol=4:1) C29H31N5O3 (497.6) ##EQU15## Starting materials: C(C1=CC=CC=C1)=C1CCCC=2C(C3=CC(=CC=C3OC12)C(=O)OC)=O (4-benzylidene-1,2,3,4-tetrahydro-9-oxo-9H-xanthen-7-carboxylic acid, methyl ester), [OH-].[K+] (KOH). The solvent is C(C)O (ethanol). The product is C(C1=CC=CC=C1)=C1CCCC=2C(C3=CC(=CC=C3OC12)C(=O)O)=O (4-benzylidene-1,2,3,4-tetrahydro-9-oxo-9H-xanthen-7-carboxylic acid). Isolated yield 86.9%. As a reaction SMILES: [CH:1](=[C:8]1[C:21]2[O:20][C:19]3[C:14](=[CH:15][C:16]([C:22]([O:24]C)=[O:23])=[CH:17][CH:18]=3)[C:13](=[O:26])[C:12]=2[CH2:11][CH2:10][CH2:9]1)[C:2]1[CH:7]=[CH:6][CH:5]=[CH:4][CH:3]=1.[OH-].[K+]>C(O)C>[CH:1](=[C:8]1[C:21]2[O:20][C:19]3[C:14](=[CH:15][C:16]([C:22]([OH:24])=[O:23])=[CH:17][CH:18]=3)[C:13](=[O:26])[C:12]=2[CH2:11][CH2:10][CH2:9]1)[C:2]1[CH:7]=[CH:6][CH:5]=[CH:4][CH:3]=1 |f:1.2|. Procedure details: 4-benzylidene-1,2,3,4-tetrahydro-9-oxo-9H-xanthen-7-carboxylic acid, methyl ester (1.2 g) was hydrolized by treatment with 1% KOH in 95% ethanol (19.5 ml) at reflux temperature for 15 minutes. After cooling and acidification with 37% HCl the precipitate was filtered and washed with methanol and then with water to give 1 g of 4-benzylidene-1,2,3,4-tetrahydro-9-oxo-9H-xanthen-7-carboxylic acid, m.p. 284°-286° C., NMR (CF3COOD) δppm: 2.12 (m) (2H, C-2 protons), 3.13 (m) (4H, C-1 and C-3 protons), 7... Starting materials: Cl.CC1CNCCO1 (2-methylmorpholine hydrochloride), C(#N)N=C(SC)SC (dimethyl cyanocarbonimidodithioate), C([O-])([O-])=O.[Na+].[Na+] (sodium carbonate). Solvent: C(C)O (ethanol). Reaction conditions: time 8 hour. The product is C(#N)N=C(SC)N1CC(OCC1)C (Methyl N-cyano-2-methylmorpholine-4-carbimidothioate). Isolated yield 63.4%. RXN SMILES: Cl.[CH3:2][CH:3]1[O:8][CH2:7][CH2:6][NH:5][CH2:4]1.[C:9]([N:11]=[C:12](SC)[S:13][CH3:14])#[N:10].C(=O)([O-])[O-].[Na+].[Na+]>C(O)C>[C:9]([N:11]=[C:12]([N:5]1[CH2:6][CH2:7][O:8][CH:3]([CH3:2])[CH2:4]1)[S:13][CH3:14])#[N:10] |f:0.1,3.4.5|. Reported procedure: A mixture of 2-methylmorpholine hydrochloride (1.0 g, 9.9 mmol), dimethyl cyanocarbonimidodithioate (1.45 g, 9.9 mmol) and sodium carbonate (0.2 g, 1.9 mmol) in ethanol (50 mL) was stirred at ambient temperature overnight. The reaction mixture was concentrated and purified through silica gel chromatography to give the desired product (1.25 g, 63%). LC-MS: 200 (MH+).